Dataset: the Open Reaction Database (ORD), a public repository of structured organic reaction records. Task: describe an organic reaction: reactants, conditions, products, and yield RXN SMILES: [C:1]([O:5][C:6]([NH:8][C@H:9]1[C@:14]([OH:16])([CH3:15])[C@@H:13]([CH3:17])[CH2:12][N:11](C(OCC2C=CC=CC=2)=O)[CH2:10]1)=[O:7])([CH3:4])([CH3:3])[CH3:2]>CO.[Pd]>[OH:16][C@@:14]1([CH3:15])[C@@H:13]([CH3:17])[CH2:12][NH:11][CH2:10][C@H:9]1[NH:8][C:6](=[O:7])[O:5][C:1]([CH3:4])([CH3:3])[CH3:2]. Solvent: CO (MeOH). Reagents/catalysts: [Pd] (Pd on carbon). Starting materials: C(C)(C)(C)OC(=O)N[C@@H]1CN(C[C@@H]([C@]1(C)O)C)C(=O)OCC1=CC=CC=C1 (benzyl (3R,4S,5S)-3-[(tert-butoxycarbonyl)amino]-4-hydroxy-4,5-dimethylpiperidine-1-carboxylate). Conditions: time 3 hour. The product is O[C@@]1([C@@H](CNC[C@@H]1C)NC(OC(C)(C)C)=O)C (tert-Butyl [(3R,4S,5S)-4-hydroxy-4,5-dimethylpiperidin-3-yl]carbamate). Procedure: To a stirred solution of benzyl (3R,4S,5S)-3-[(tert-butoxycarbonyl)amino]-4-hydroxy-4,5-dimethylpiperidine-1-carboxylate (100 mg, 0.265 mmol) in MeOH (5.0 mL), 10 wt % Pd on carbon (33 mg) was added. The reaction mixture was stirred at room temperature under a hydrogen atmosphere (balloon pressure) for 3 h. The reaction was filtered through a pad of diatomaceous earth (eluted with MeOH), and then concentrated under reduced pressure. The resulting crude product was used directly in the next step ... Reactants: CCOC(=O)Cn1ccc2cc(OCc3cnc(-c4ccc(C(F)(F)F)cc4)nc3C)ccc21, C1CCOC1, [Li+], [OH-]. The product is Cc1nc(-c2ccc(C(F)(F)F)cc2)ncc1COc1ccc2c(ccn2CC(=O)O)c1. Reaction SMILES: [CH2:1]([CH3:2])[O:3][C:4]([CH2:5][n:6]1[cH:7][cH:8][c:9]2[cH:10][c:11]([O:15][CH2:16][c:17]3[c:18]([CH3:33])[n:19][c:20](-[c:23]4[cH:24][cH:25][c:26]([C:29]([F:30])([F:31])[F:32])[cH:27][cH:28]4)[n:21][cH:22]3)[cH:12][cH:13][c:14]12)=[O:34].[CH2:37]1[O:38][CH2:39][CH2:40][CH2:41]1.[Li+:35].[OH-:36]>>[O:3]=[C:4]([CH2:5][n:6]1[cH:7][cH:8][c:9]2[cH:10][c:11]([O:15][CH2:16][c:17]3[c:18]([CH3:33])[n:19][c:20](-[c:23]4[cH:24][cH:25][c:26]([C:29]([F:30])([F:31])[F:32])[cH:27][cH:28]4)[n:21][cH:22]3)[cH:12][cH:13][c:14]12)[OH:34].